This data is from the Open Reaction Database (ORD), a public repository of structured organic reaction records. The task is: describe an organic reaction: reactants, conditions, products, and yield Starting materials: N(N)C1=NC=CC(=C1)C1=NC=CC=C1 (2'-hydrazino-2,4'-bipyridine), C(C)(OCC)(OCC)OCC (triethyl orthoacetate). Yields the product CC1=NN=C2N1C=CC(=C2)C2=NC=CC=C2 (3-Methyl-7-(2-pyridinyl)-1,2,4-triazolo[4,3-a]pyridine). Reaction SMILES: [NH:1]([C:3]1[CH:8]=[C:7]([C:9]2[CH:14]=[CH:13][CH:12]=[CH:11][N:10]=2)[CH:6]=[CH:5][N:4]=1)[NH2:2].[C:15](OCC)(OCC)(OCC)[CH3:16]>>[CH3:15][C:16]1[N:4]2[CH:5]=[CH:6][C:7]([C:9]3[CH:14]=[CH:13][CH:12]=[CH:11][N:10]=3)=[CH:8][C:3]2=[N:1][N:2]=1. Reported procedure: A mixture of 2.0 g of 2'-hydrazino-2,4'-bipyridine and 50 ml of triethyl orthoacetate was heated on a steam bath for 18 hours, then chilled, filtered and the crystals washed with hexane. These crystals were recrystallized from methylene chloride, giving 1.8 g of the desired product as white crystals, mp 239°-241° C. Reactants: CCOC(=O)Cc1c(NC(C)=O)n(C)c2ccccc12, CO, CC(=O)O, ClCCl, [Na+], [OH-]. Product: CC(=O)Nc1c(CC(=O)O)c2ccccc2n1C. As a reaction SMILES: [C:1]([CH3:2])(=[O:3])[NH:4][c:5]1[n:6]([CH3:20])[c:7]2[cH:8][cH:9][cH:10][cH:11][c:12]2[c:13]1[CH2:14][C:15](=[O:16])[O:17][CH2:18][CH3:19].[CH3:21][OH:22].[CH3:28][C:29](=[O:30])[OH:31].[Cl:23][CH2:24][Cl:25].[Na+:27].[OH-:26]>>[C:1]([CH3:2])(=[O:3])[NH:4][c:5]1[n:6]([CH3:20])[c:7]2[cH:8][cH:9][cH:10][cH:11][c:12]2[c:13]1[CH2:14][C:15](=[O:16])[OH:17]. Reactants: BrC=1C=CC(=C(C#N)C1)N1C=NC(=C1)C (5-bromo-2-(4-methyl-imidazol-1-yl)-benzonitrile), ClC1=C(CC2=NC(=NO2)N)C(=CC=C1)Cl (5-(2,6-dichloro-benzyl)-[1,2,4]oxadiazol-3-ylamine). Yields the product ClC1=C(CC2=NC(=NO2)NC=2C=CC(=C(C#N)C2)N2C=NC(=C2)C)C(=CC=C1)Cl (5-[5-(2,6-Dichloro-benzyl)[1,2,4]oxadiazol-3-ylamino]-2-(4-methyl-imidazol-1-yl)-benzonitrile), solid. The yield is 17.0%. As a reaction SMILES: Br[C:2]1[CH:3]=[CH:4][C:5]([N:10]2[CH:14]=[C:13]([CH3:15])[N:12]=[CH:11]2)=[C:6]([CH:9]=1)[C:7]#[N:8].[Cl:16][C:17]1[CH:29]=[CH:28][CH:27]=[C:26]([Cl:30])[C:18]=1[CH2:19][C:20]1[O:24][N:23]=[C:22]([NH2:25])[N:21]=1>>[Cl:30][C:26]1[CH:27]=[CH:28][CH:29]=[C:17]([Cl:16])[C:18]=1[CH2:19][C:20]1[O:24][N:23]=[C:22]([NH:25][C:2]2[CH:3]=[CH:4][C:5]([N:10]3[CH:14]=[C:13]([CH3:15])[N:12]=[CH:11]3)=[C:6]([CH:9]=2)[C:7]#[N:8])[N:21]=1. Procedure details: Prepared in analogy to example 1b) starting with 5-bromo-2-(4-methyl-imidazol-1-yl)-benzonitrile and 5-(2,6-dichloro-benzyl)-[1,2,4]oxadiazol-3-ylamine (M. J. Dimsdale, J. Heterocyclic Chem. 1981, 18, 37-41). The title compound was obtained as a white solid (Yield=17%). MS ISP (m/e): 425.1 & 426.9 (100 & 84) [(M+H)+]. Starting materials: Cc1cc2cc(C(O[SiH2]C(C)(C)C)(c3ccccc3)c3ccccc3)ccn2n1, C1CCOC1, COC(=O)C(=O)Cl, [Na+], [Na+], O=C([O-])[O-]. The product is COC(=O)C(=O)c1c(C)nn2ccc(C(O[SiH2]C(C)(C)C)(c3ccccc3)c3ccccc3)cc12. Reaction SMILES: [C:8]([CH3:9])([CH3:10])([CH3:11])[SiH2:12][O:13][C:14]([c:15]1[cH:16][c:17]2[n:18]([cH:19][cH:20]1)[n:21][c:22]([CH3:24])[cH:23]2)([c:25]1[cH:26][cH:27][cH:28][cH:29][cH:30]1)[c:31]1[cH:32][cH:33][cH:34][cH:35][cH:36]1.[CH2:43]1[O:44][CH2:45][CH2:46][CH2:47]1.[CH3:1][O:2][C:3]([C:4](=[O:5])[Cl:6])=[O:7].[Na+:37].[Na+:38].[O-:39][C:40](=[O:41])[O-:42]>>[CH3:1][O:2][C:3]([C:4](=[O:5])[c:23]1[c:17]2[cH:16][c:15]([C:14]([O:13][SiH2:12][C:8]([CH3:9])([CH3:10])[CH3:11])([c:25]3[cH:26][cH:27][cH:28][cH:29][cH:30]3)[c:31]3[cH:32][cH:33][cH:34][cH:35][cH:36]3)[cH:20][cH:19][n:18]2[n:21][c:22]1[CH3:24])=[O:7]. The reactants are 16a, Cl.N[C@@H]1[C@@H](CCCC1)CNCCO (racemic-2-({[(1S,2S)-2-aminocyclohexyl]methyl}amino)ethanol hydrochloride), FC1=C(C=CC(=C1)F)CNC(=O)C=1C(C(=C2N(CC3N(C4CCCCC4CN3CCO)C2=O)C1)OCC1=CC=CC=C1)=O (racemic-(4aS,6aS,14aS)-N-[(2,4-difluorophenyl)methyl]-6-(2-hydroxyethyl)-11,13-dioxo-12-[(phenylmethyl)oxy]-1,2,8,4,4a,5,6,6a,7,11,13,14a-dodecahydropyrido[1′,2′:4,5]pyrazino[1,2-a]quinazoline-10-carboxamide), racemic-(4aS,6aS,14aS)-N-[(2,4-difluorophenyl)methyl]-6-(2-hydroxyethy)-11,13-dioxo-12-[(phenylmethyl)oxy]-1,2,3,4,4a,5,8,8a,7,11,13,14a-dodecahydropyrido[1′,2′:4,5]pyrazino[1,2-a]quinazoline-10-carboxamide. RXN SMILES: Cl.N[C@H]1CCCC[C@H]1CNCCO.[F:14][C:15]1[CH:20]=[C:19]([F:21])[CH:18]=[CH:17][C:16]=1[CH2:22][NH:23][C:24]([C:26]1[C:27](=[O:56])[C:28]([O:48]CC2C=CC=CC=2)=[C:29]2[C:45](=[O:46])[N:33]3[CH:34]4[CH:39]([CH2:40][N:41]([CH2:42][CH2:43][OH:44])[CH:32]3[CH2:31][N:30]2[CH:47]=1)[CH2:38][CH2:37][CH2:36][CH2:35]4)=[O:25]>>[F:14][C:15]1[CH:20]=[C:19]([F:21])[CH:18]=[CH:17][C:16]=1[CH2:22][NH:23][C:24]([C:26]1[C:27](=[O:56])[C:28]([OH:48])=[C:29]2[C:45](=[O:46])[N:33]3[CH:34]4[CH:39]([CH2:40][N:41]([CH2:42][CH2:43][OH:44])[CH:32]3[CH2:31][N:30]2[CH:47]=1)[CH2:38][CH2:37][CH2:36][CH2:35]4)=[O:25] |f:0.1|. Procedure: In a manner similar to that described in example Z-35, from 16a (45 mg, 0.0957 mmol) and racemic-2-({[(1S,2S)-2-aminocyclohexyl]methyl}amino)ethanol hydrochloride (102 mg, 0.418 mmol) was prepared racemic-(4aS,6aS,14aS)-N-[(2,4-difluorophenyl)methyl]-6-(2-hydroxyethyl)-11,13-dioxo-12-[(phenylmethyl)oxy]-1,2,8,4,4a,5,6,6a,7,11,13,14a-dodecahydropyrido[1′,2′:4,5]pyrazino[1,2-a]quinazoline-10-carboxamide (7 mg, 12%) as a white solid after silica gel chromatography (1.12% methanol/dichloromethane gr... Product: FC1=C(C=CC(=C1)F)CNC(=O)C=1C(C(=C2N(CC3N(C4CCCCC4CN3CCO)C2=O)C1)O)=O (racemic-(4aS,6aS,14aS)-N-[(2,4-Difluorophenyl)methyl]-12-hydroxy-6-(2-hydroxyethyl)-11,13-dioxo-1,2,3,4,4a,5,6,6a,7,11,13,14a-dodecahydropyrido[1′,2′:4,5]pyrazino[1,2-a]quinazoline-10-carboxamide). Reactants: CCOc1ccc(Br)cc1, C=CCC(C(=O)OC(C)C)C(O)C(=O)OC(C)C, CC#N, CCN(C(C)C)C(C)C, CC(=O)[O-], CC(=O)[O-], [Pd+2], Cc1ccccc1P(c1ccccc1C)c1ccccc1C. Yields the product CCOc1ccc(C=CCC(C(=O)OC(C)C)C(O)C(=O)OC(C)C)cc1. Reaction SMILES: [Br:28][c:29]1[cH:30][cH:31][c:32]([O:35][CH2:36][CH3:37])[cH:33][cH:34]1.[CH2:1]([CH:2]=[CH2:3])[CH:4]([C:5](=[O:6])[O:7][CH:8]([CH3:9])[CH3:10])[CH:11]([C:12](=[O:13])[O:14][CH:15]([CH3:16])[CH3:17])[OH:18].[CH3:60][C:61]#[N:62].[CH:19]([N:20]([CH2:21][CH3:22])[CH:23]([CH3:24])[CH3:25])([CH3:26])[CH3:27].[O-:64][C:65]([CH3:66])=[O:67].[O-:68][C:69]([CH3:70])=[O:71].[Pd+2:63].[c:38]1([CH3:39])[cH:40][cH:41][cH:42][cH:43][c:44]1[P:45]([c:46]1[cH:47][cH:48][cH:49][cH:50][c:51]1[CH3:52])[c:53]1[cH:54][cH:55][cH:56][cH:57][c:58]1[CH3:59]>>[CH2:1]([CH:2]=[CH:3][c:29]1[cH:30][cH:31][c:32]([O:35][CH2:36][CH3:37])[cH:33][cH:34]1)[CH:4]([C:5](=[O:6])[O:7][CH:8]([CH3:9])[CH3:10])[CH:11]([C:12](=[O:13])[O:14][CH:15]([CH3:16])[CH3:17])[OH:18]. The reactants are C(C1=CC=CC=C1)OC(NC=1C(N(C=CC1)O)=O)=O ((1-Hydroxy-2-oxo-1,2-dihydro-pyridin-3-yl)-carbamic acid benzyl ester), C(=O)([O-])[O-].[K+].[K+] (K2CO3), C(C1=CC=CC=C1)Br (benzyl bromide). Solvent: O (water), CN(C)C=O (DMF). Conditions: time 2 hour. Yields the product C(C1=CC=CC=C1)OC(NC=1C(N(C=CC1)OCC1=CC=CC=C1)=O)=O ((1-Benzyloxy-2-oxo-1,2-dihydro-pyridin-3-yl)-carbamic acid benzyl ester). Reaction SMILES: [CH2:1]([O:8][C:9](=[O:19])[NH:10][C:11]1[C:12](=[O:18])[N:13]([OH:17])[CH:14]=[CH:15][CH:16]=1)[C:2]1[CH:7]=[CH:6][CH:5]=[CH:4][CH:3]=1.C([O-])([O-])=O.[K+].[K+].[CH2:26](Br)[C:27]1[CH:32]=[CH:31][CH:30]=[CH:29][CH:28]=1>CN(C=O)C.O>[CH2:1]([O:8][C:9](=[O:19])[NH:10][C:11]1[C:12](=[O:18])[N:13]([O:17][CH2:26][C:27]2[CH:32]=[CH:31][CH:30]=[CH:29][CH:28]=2)[CH:14]=[CH:15][CH:16]=1)[C:2]1[CH:7]=[CH:6][CH:5]=[CH:4][CH:3]=1 |f:1.2.3|. Procedure: A suspension of (1-hydroxy-2-oxo-1,2-dihydro-pyridin-3-yl)-carbamic acid benzyl ester (1.5 g, 5.76 mmol) from Step C and K2CO3 (1.59 g, 11.5 mmol) in dry DMF (15 mL) was added benzyl bromide (0.82 mL, 6.91 mmol). The reaction mixture was stirred at room temperature for 2 h and diluted with water. The usual work-up (EtOAc extraction) and purification by chromatography (silica gel, 25% EtOAc/hexanes) gave the desired product. MS 351 (M+H)+. Reactants: ClC1=CC=[N+](C=C1)[O-] (4-chloropyridine 1-oxide), ice water, ice, [H-].[Na+] (NaH), ClC=1C=C(C=CC1)CO ((3-chlorophenyl)methanol). The solvent is C1CCOC1 (THF). Conditions: time 30 minute. The product is ClC=1C=C(COC2=CC=[N+](C=C2)[O-])C=CC1 (4-((3-Chlorobenzyl)oxy)pyridine 1-oxide). Yield: 44.4%. RXN SMILES: [H-].[Na+].[Cl:3][C:4]1[CH:5]=[C:6]([CH2:10][OH:11])[CH:7]=[CH:8][CH:9]=1.Cl[C:13]1[CH:18]=[CH:17][N+:16]([O-:19])=[CH:15][CH:14]=1>C1COCC1>[Cl:3][C:4]1[CH:5]=[C:6]([CH:7]=[CH:8][CH:9]=1)[CH2:10][O:11][C:13]1[CH:18]=[CH:17][N+:16]([O-:19])=[CH:15][CH:14]=1 |f:0.1|. Procedure: To an ice-cold suspension of NaH (40% oil dispersion, 1.51 g) in THF (60 ml) was added (3-chlorophenyl)methanol (3.0 g) at 0° C. The reaction mixture was stirred at the same temperature for 30 min followed by the portionwise addition of 4-chloropyridine 1-oxide (2.73 g) at 0° C. The resulting reaction mixture was stirred for 1 h at 0° C. and then warmed to room temperature. After 2 h, the reaction mixture was poured into ice-water (100 g) and extracted with DCM. The DCM layer was washed with bri...